describe an organic reaction: reactants, conditions, products, and yield From a dataset of the Open Reaction Database (ORD), a public repository of structured organic reaction records. Reactants: CCO, CCOC(C)=O, CC(C)(C)OC(=O)N1C(=O)OC2CCN(c3ccncc3[N+](=O)[O-])CC21. The product is CC(C)(C)OC(=O)N1C(=O)OC2CCN(c3ccncc3N)CC21. Reaction SMILES: [CH3:27][CH2:28][OH:29].[CH3:30][CH2:31][O:32][C:33]([CH3:34])=[O:35].[N+:1]([O-:2])(=[O:3])[c:4]1[cH:5][n:6][cH:7][cH:8][c:9]1[N:10]1[CH2:11][CH:12]2[CH:13]([CH2:14][CH2:15]1)[O:16][C:17](=[O:26])[N:18]2[C:19](=[O:20])[O:21][C:22]([CH3:23])([CH3:24])[CH3:25]>>[NH2:1][c:4]1[cH:5][n:6][cH:7][cH:8][c:9]1[N:10]1[CH2:11][CH:12]2[CH:13]([CH2:14][CH2:15]1)[O:16][C:17](=[O:26])[N:18]2[C:19](=[O:20])[O:21][C:22]([CH3:23])([CH3:24])[CH3:25].